Dataset: the Open Reaction Database (ORD), a public repository of structured organic reaction records. Task: describe an organic reaction: reactants, conditions, products, and yield The reactants are [C@@H]1(C[C@H](O)[C@@H](CO)O1)N1C(=O)NC(=O)C(C)=C1 (Thymidine), CC(C)O.N#N (i-PrOH N2), N1=CC=CC=C1 (pyridine), [N+](=O)([O-])C1=C(C(=CC=C1)[N+](=O)[O-])CCOC(=O)Cl (2-(2,6-dinitrophenyl)ethoxycarbonyl chloride). Solvent: C(Cl)Cl (CH2Cl2), C(Cl)Cl (CH2Cl2). Reaction conditions: temperature -50 celsius, time 1 hour. Yields the product [N+](=O)([O-])C1=C(C(=CC=C1)[N+](=O)[O-])CCOC(=O)OC[C@@H]1[C@H](C[C@@H](O1)N1C(=O)NC(=O)C(C)=C1)O (5'-O-(2-(2,6-dinitrophenyl)ethoxycarbonyl)thymidine). The yield is 43.1%. Reaction SMILES: [C@@H:1]1([N:9]2[CH:17]=[C:15]([CH3:16])[C:13](=[O:14])[NH:12][C:10]2=[O:11])[O:8][C@H:5]([CH2:6][OH:7])[C@@H:3]([OH:4])[CH2:2]1.N1C=CC=CC=1.[N+:24]([C:27]1[CH:32]=[CH:31][CH:30]=[C:29]([N+:33]([O-:35])=[O:34])[C:28]=1[CH2:36][CH2:37][O:38][C:39](Cl)=[O:40])([O-:26])=[O:25].CC(O)C.N#N>C(Cl)Cl>[N+:24]([C:27]1[CH:32]=[CH:31][CH:30]=[C:29]([N+:33]([O-:35])=[O:34])[C:28]=1[CH2:36][CH2:37][O:38][C:39]([O:7][CH2:6][C@H:5]1[O:8][C@@H:1]([N:9]2[CH:17]=[C:15]([CH3:16])[C:13](=[O:14])[NH:12][C:10]2=[O:11])[CH2:2][C@@H:3]1[OH:4])=[O:40])([O-:26])=[O:25] |f:3.4|. Procedure: Thymidine (1 g, 4.13 mmol) was co-evaporated with pyridine (3×10 ml, pro analysi quality, additionally dried over molecular sieve 4 Å), dissolved in pyridine (15 ml, see above) and cooled down to -50° C. A solution of 2-(2,6-dinitrophenyl)ethoxycarbonyl chloride (1.7 g, 6.19 mmol) in CH2Cl2 (15 ml, dist. over CaH2) was added dropwise thereto for 1 h. After a further 3.5 h stirring in conditions of i-PrOH/N2 cooling (-50° to -20° C.), the mixture was diluted with CH2Cl2 (50 ml) and washed with H2... Reactants: IC1=CC=CC=C1 (iodobenzene), C(C=C)(=O)OCC (ethyl acrylate). The reagents and catalysts are [Pd] (Pd). The product is C(C=CC1=CC=CC=C1)(=O)OCC (ethyl cinnamate). Isolated yield 66.4%. Reaction SMILES: I[C:2]1[CH:7]=[CH:6][CH:5]=[CH:4][CH:3]=1.[C:8]([O:12][CH2:13][CH3:14])(=[O:11])[CH:9]=[CH2:10]>[Pd]>[C:8]([O:12][CH2:13][CH3:14])(=[O:11])[CH:9]=[CH:10][C:2]1[CH:7]=[CH:6][CH:5]=[CH:4][CH:3]=1. Procedure details: The procedure described in Example 9 is repeated, but using 2.79 ml (25 mmols) of iodobenzene and 2.98 ml (27.5 mmols) of ethyl acrylate. After a reaction time of 4.5 hours at 130° C., 2.92 g (16.6 mmols) of ethyl cinnamate are obtained, corresponding to a yield of 66% of theory (conversion figure 6600; Pd content 0.01 mol %). The reactants are C24H23Cl2N5O, ClC=1C=C(C(=O)O)C=CC1N1C(=NC2=C1CCCC2)C (3-chloro-4-(2-methyl-4,5,6,7-tetrahydrobenzimidazol-1-yl)benzoic acid), C(C)(C)N(CC)C(C)C (diisopropylethylamine), ClC1=CC2=C(NC(=N2)[C@H](C)N)C=C1 ((1S)-1-(5-chloro-1H-benzimidazol-2-yl)ethylamine), ClCl (chlorine). Yield: 35.0%. Reported procedure: Prepared analogously to Example 1d from 3-chloro-4-(2-methyl-4,5,6,7-tetrahydrobenzimidazol-1-yl)benzoic acid, PFTU, diisopropylethylamine, and (1S)-1-(5-chloro-1H-benzimidazol-2-yl)ethylamine in dimethylformamide. Yield: 35%; C24H23Cl2N5O (468.386); mass spectrum: (M+H)+=466/468/470 (chlorine isotope). Product: ClC=1C=C(C(=O)N[C@@H](C)C2=NC3=C(N2)C=CC(=C3)Cl)C=CC1N1C(=NC3=C1CCCC3)C (3-chloro-N-[(1S)-1-(5-chloro-1H-benzimidazol-2-yl)ethyl]-4-(2-methyl-4,5,6,7-tetra-hydrobenzimidazol-1-yl)benzamide). As a reaction SMILES: [Cl:1][C:2]1[CH:3]=[C:4]([CH:8]=[CH:9][C:10]=1[N:11]1[C:15]2[CH2:16][CH2:17][CH2:18][CH2:19][C:14]=2[N:13]=[C:12]1[CH3:20])[C:5]([OH:7])=O.C(N(C(C)C)CC)(C)C.[Cl:30][C:31]1[CH:42]=[CH:41][C:34]2[NH:35][C:36]([C@@H:38]([NH2:40])[CH3:39])=[N:37][C:33]=2[CH:32]=1.ClCl>CN(C)C=O>[Cl:1][C:2]1[CH:3]=[C:4]([CH:8]=[CH:9][C:10]=1[N:11]1[C:15]2[CH2:16][CH2:17][CH2:18][CH2:19][C:14]=2[N:13]=[C:12]1[CH3:20])[C:5]([NH:40][C@H:38]([C:36]1[NH:35][C:34]2[CH:41]=[CH:42][C:31]([Cl:30])=[CH:32][C:33]=2[N:37]=1)[CH3:39])=[O:7]. Solvent: CN(C=O)C (dimethylformamide). The reactants are CC1CN(C(=O)OC(C)(C)C)CCN1C(C)c1cnc(F)c(B(O)O)c1, CC(=O)[O-], CO, Cc1nc(Cl)c2ncn(C3CCCCO3)c2n1, ClCCl, [K+], C1COCCO1, O. Yields the product Cc1nc(-c2cc(C(C)N3CCN(C(=O)OC(C)(C)C)CC3C)cnc2F)c2ncn(C3CCCCO3)c2n1. Reaction SMILES: [C:18]([CH3:19])([CH3:20])([CH3:21])[O:22][C:23](=[O:24])[N:25]1[CH2:26][CH:27]([CH3:43])[N:28]([CH:31]([CH3:32])[c:33]2[cH:34][c:35]([B:40]([OH:41])[OH:42])[c:36]([F:39])[n:37][cH:38]2)[CH2:29][CH2:30]1.[CH3:45][C:46](=[O:47])[O-:48].[CH3:49][OH:50].[Cl:1][c:2]1[c:3]2[n:4][cH:5][n:6]([CH:12]3[O:13][CH2:14][CH2:15][CH2:16][CH2:17]3)[c:7]2[n:8][c:9]([CH3:11])[n:10]1.[Cl:57][CH2:58][Cl:59].[K+:44].[O:51]1[CH2:52][CH2:53][O:54][CH2:55][CH2:56]1.[OH2:60]>>[c:2]1(-[c:35]2[cH:34][c:33]([CH:31]([N:28]3[CH:27]([CH3:43])[CH2:26][N:25]([C:23]([O:22][C:18]([CH3:19])([CH3:20])[CH3:21])=[O:24])[CH2:30][CH2:29]3)[CH3:32])[cH:38][n:37][c:36]2[F:39])[c:3]2[n:4][cH:5][n:6]([CH:12]3[O:13][CH2:14][CH2:15][CH2:16][CH2:17]3)[c:7]2[n:8][c:9]([CH3:11])[n:10]1. Run in C(Cl)Cl (methylene chloride). The product is Cl.Cl.C(C)N1C2CC(CC1CCC2)N (9-ethyl-9-azabicyclo[3.3.1]nonan-3-amine dihydrochloride). Isolated yield 99.0%. Conditions: time 2 hour. Reactants: FC(C(=O)O)(F)F (Trifluoroacetic acid), C(C)N1C2CC(CC1CCC2)NC(OC(C)(C)C)=O (tert-butyl 9-ethyl-9-azabicyclo[3.3.1]nonan-3-ylcarbamate), Cl (HCl), C(C)OCC (diethyl ether). As a reaction SMILES: FC(F)(F)C(O)=O.[CH2:8]([N:10]1[CH:15]2[CH2:16][CH2:17][CH2:18][CH:11]1[CH2:12][CH:13]([NH:19]C(=O)OC(C)(C)C)[CH2:14]2)[CH3:9].[ClH:27].C(OCC)C>C(Cl)Cl>[ClH:27].[ClH:27].[CH2:8]([N:10]1[CH:11]2[CH2:18][CH2:17][CH2:16][CH:15]1[CH2:14][CH:13]([NH2:19])[CH2:12]2)[CH3:9] |f:5.6.7|. Procedure details: Trifluoroacetic acid (0.5 mL) was added to a solution of tert-butyl 9-ethyl-9-azabicyclo[3.3.1]nonan-3-ylcarbamate from Step C (50 mg, 0.19 mmol) in methylene chloride (1 mL) at room temperature and the mixture was stirred under nitrogen for 2 h. The mixture was concentrated and the residue was dissolved in methanol (1 mL). HCl in diethyl ether (1.0 M, 2.0 mL, 2.0 mmol) was added dropwise at room temperature and the mixture was stirred for 5 min. The mixture was concentrated again and dried unde... The product is C(C)(C)(C)C=1N=C(SC1)C=1OC2=C(C1)C=C(C=C2)CN2C=C(C1=CC(=CC=C21)O)CC(=O)OC (methyl 1-{[2-(4-tert-butylthiazol-2-yl)benzofuran-5-yl]methyl}-5-hydroxyindole-3-acetate). Reactants: C(C1=CC=CC=C1)OC=1C=C2C(=CN(C2=CC1)CC=1C=CC2=C(C=C(O2)C=2SC=C(N2)C(C)(C)C)C1)CC(=O)O (5-benzyloxy-1-{[2-(4-tert-butylthiazol-2-yl)benzofuran-5-yl]methyl}indole-3-acetic acid), Pd--C, C(=O)[O-].[NH4+] (ammonium formate), C(C)O (ethanol). Isolated yield 68.1%. As a reaction SMILES: C([O:8][C:9]1[CH:10]=[C:11]2[C:15](=[CH:16][CH:17]=1)[N:14]([CH2:18][C:19]1[CH:20]=[CH:21][C:22]3[O:26][C:25]([C:27]4[S:28][CH:29]=[C:30]([C:32]([CH3:35])([CH3:34])[CH3:33])[N:31]=4)=[CH:24][C:23]=3[CH:36]=1)[CH:13]=[C:12]2[CH2:37][C:38]([OH:40])=[O:39])C1C=CC=CC=1.[CH:41]([O-])=O.[NH4+].C(O)C>O>[C:32]([C:30]1[N:31]=[C:27]([C:25]2[O:26][C:22]3[CH:21]=[CH:20][C:19]([CH2:18][N:14]4[C:15]5[C:11](=[CH:10][C:9]([OH:8])=[CH:17][CH:16]=5)[C:12]([CH2:37][C:38]([O:40][CH3:41])=[O:39])=[CH:13]4)=[CH:36][C:23]=3[CH:24]=2)[S:28][CH:29]=1)([CH3:34])([CH3:35])[CH3:33] |f:1.2|. Run in O (water). Procedure details: A mixture of 5-benzyloxy-1-{[2-(4-tert-butylthiazol-2-yl)benzofuran-5-yl]methyl}indole-3-acetic acid (3.0 g), 10% Pd--C (0.6 g) and ammonium formate (2.0 g) in a mixed solvents of ethanol (60 ml) and water (6 ml) was stirred under reflux for 18 hours. After removal of the catalysts by filtration, the filtrate was concentrated under reduced pressure. The residue was dissolved in 10% hydrogen chloride in methanol (200 ml) and the mixture was stored in refrigerator for 2 days. The resulting solutio... Run at time 2 day. The reactants are OC12CC3(CC(CC(C1)C3)C2)C(=O)O (3-hydroxy-1-adamantylcarboxylic acid), C(=O)(N1C=NC=C1)N1C=NC=C1 (1,1'-carbonyldiimidazole), C(C(=O)O)(=O)O.C(C(=O)O)(=O)O.NC1CCN(CC1)CCNC(=O)C1=NN(C2=CC=CC=C12)C(C)C (N-[2-(4-amino-1-piperidinyl)ethyl]-1-(2-propyl)-1H-indazole-3-carboxamide dioxalate). Solvent: CN(C=O)C (dimethylformamide), CN(C=O)C (dimethylformamide). Conditions: time 2 hour. Product: C(C(=O)O)(=O)O.OC12CC3(CC(CC(C1)C3)C2)C(=O)NC2CCN(CC2)CCNC(=O)C2=NN(C3=CC=CC=C23)C(C)C (N-[2-(4-(3-hydroxy-1-adamantylcarbonylamino)-1-piperidinyl)ethyl]-1-(2-propyl)-1H-indazole-3-carboxamide oxalate). Isolated yield 39.9%. Reaction SMILES: [OH:1][C:2]12[CH2:11][CH:6]3[CH2:7][CH:8]([CH2:10][C:4]([C:12](O)=[O:13])([CH2:5]3)[CH2:3]1)[CH2:9]2.C(N1C=CN=C1)(N1C=CN=C1)=O.[C:27]([OH:32])(=[O:31])[C:28]([OH:30])=[O:29].C(O)(=O)C(O)=O.[NH2:39][CH:40]1[CH2:45][CH2:44][N:43]([CH2:46][CH2:47][NH:48][C:49]([C:51]2[C:59]3[C:54](=[CH:55][CH:56]=[CH:57][CH:58]=3)[N:53]([CH:60]([CH3:62])[CH3:61])[N:52]=2)=[O:50])[CH2:42][CH2:41]1>CN(C)C=O>[C:27]([OH:32])(=[O:31])[C:28]([OH:30])=[O:29].[OH:1][C:2]12[CH2:11][CH:6]3[CH2:7][CH:8]([CH2:10][C:4]([C:12]([NH:39][CH:40]4[CH2:41][CH2:42][N:43]([CH2:46][CH2:47][NH:48][C:49]([C:51]5[C:59]6[C:54](=[CH:55][CH:56]=[CH:57][CH:58]=6)[N:53]([CH:60]([CH3:62])[CH3:61])[N:52]=5)=[O:50])[CH2:44][CH2:45]4)=[O:13])([CH2:5]3)[CH2:3]1)[CH2:9]2 |f:2.3.4,6.7|. Procedure: A mixture of 1.07 g (5.45 mmol) of 3-hydroxy-1-adamantylcarboxylic acid and 0.88 g (5.45 mmol) of 1,1'-carbonyldiimidazole in 10 mL of dimethylformamide was stirred for 2 hours at ambient temperature. To this solution was dropwise added 1.80 g (5.45 mmol) of the product of Example 23 in 7 mL of dimethylformamide. The reaction was stirred for 18 hours and then concentrated in vacuo, diluted with dichloromethane and solids removed by filtration. The crude product was purified by chromatography (si...